Dataset: the Open Reaction Database (ORD), a public repository of structured organic reaction records. Task: describe an organic reaction: reactants, conditions, products, and yield Starting materials: C(CCCCCCCCCCC)(=O)Cl (lauroyl chloride), OCCN(C(CO)=O)CCO (N,N-bis(hydroxyethyl)hydroxyacetamide). Yields the product C(CCCCCCCCCCC)(=O)OCCN(C(COC(CCCCCCCCCCC)=O)=O)CCOC(CCCCCCCCCCC)=O (N,N-bis(Lauroyloxyethyl)lauroyloxyacetamide). Reaction SMILES: [C:1](Cl)(=[O:13])[CH2:2][CH2:3][CH2:4][CH2:5][CH2:6][CH2:7][CH2:8][CH2:9][CH2:10][CH2:11][CH3:12].[OH:15][CH2:16][CH2:17][N:18]([CH2:23][CH2:24][OH:25])[C:19](=[O:22])[CH2:20][OH:21]>>[C:1]([O:15][CH2:16][CH2:17][N:18]([CH2:23][CH2:24][O:25][C:1](=[O:13])[CH2:2][CH2:3][CH2:4][CH2:5][CH2:6][CH2:7][CH2:8][CH2:9][CH2:10][CH2:11][CH3:12])[C:19](=[O:22])[CH2:20][O:21][C:1](=[O:13])[CH2:2][CH2:3][CH2:4][CH2:5][CH2:6][CH2:7][CH2:8][CH2:9][CH2:10][CH2:11][CH3:12])(=[O:13])[CH2:2][CH2:3][CH2:4][CH2:5][CH2:6][CH2:7][CH2:8][CH2:9][CH2:10][CH2:11][CH3:12]. Procedure details: This compound was prepared from 131 g (0.6 mole) of lauroyl chloride and 32.6 g (0.2 mole) of N,N-bis(hydroxyethyl)hydroxyacetamide by the procedure of Example 1. Its structure was established by infrared and nuclear magnetic resonance spectroscopy. It was a low-melting solid and had nD30 1.4597 and m.p. 29.6° C.